From a dataset of the Open Reaction Database (ORD), a public repository of structured organic reaction records. describe an organic reaction: reactants, conditions, products, and yield Starting materials: IC=1C=NNC1 (4-iodopyrazole), C1(OCCO1)=O (ethylene carbonate). Solvent: CN(C)C=O (DMF). Product: IC=1C=NN(C1)CCO (2-(4-Iodo-pyrazol-1-yl)-ethanol). Isolated yield 53.2%. Reaction SMILES: [I:1][C:2]1[CH:3]=[N:4][NH:5][CH:6]=1.C1(=O)O[CH2:10][CH2:9][O:8]1>CN(C=O)C>[I:1][C:2]1[CH:3]=[N:4][N:5]([CH2:10][CH2:9][OH:8])[CH:6]=1. Reported procedure: A solution of 4-iodopyrazole (14.3 g, 73.9 mmol) and ethylene carbonate (6.83g, 77.6 mmol) in DMF (50 mL) was stirred at 125° C. for 24 h. The cooled solution was concentrated under vacuum to leave a brown oil. The residue was purified by FCC using 30-70% EtOAc in DCM to give the title compound (9.36 g, 53%). LCMS (Method 3): Rt 2.24 min, m/z 239 [MH+]. Reactants: C1(=CCC1)C(=O)O (1-cyclobutenecarboxylic acid), C(C)I (ethyl iodide), C([O-])([O-])=O.[K+].[K+] (potassium carbonate), O (water). The solvent is CN(C=O)C (dimethylformamide). Conditions: time 20 hour. Product: C(C)OC(=O)C1=CCC1 (1-Cyclobutenecarboxylic acid ethyl ester). Yield: 108.4%. Reaction SMILES: [C:1]1([C:5]([OH:7])=[O:6])[CH2:4][CH2:3][CH:2]=1.[CH2:8](I)[CH3:9].C(=O)([O-])[O-].[K+].[K+].O>CN(C)C=O>[CH2:8]([O:6][C:5]([C:1]1[CH2:4][CH2:3][CH:2]=1)=[O:7])[CH3:9] |f:2.3.4|. Reported procedure: To a solution of 3.2425 g (33.09 mmol) of 1-cyclobutenecarboxylic acid in 60 ml of dimethylformamide were added 12 ml (150 mmol) of ethyl iodide and 5.53 g (40 mmoL) of potassium carbonate, followed by 20 hours of stirring at room temperature. The reaction solution was poured into water and extracted with ether. The organic layer was washed with water and saturated brine and then dried over anhydrous sodium sulfate. By evaporating the solvent, 4.5267 g of the title compound was obtained as a mix...